Task: describe an organic reaction: reactants, conditions, products, and yield. Dataset: the Open Reaction Database (ORD), a public repository of structured organic reaction records Starting materials: CC(C)C1=CC(=C(C(=C1)C(C)C)C2=C(C=CC=C2)P(C3CCCCC3)C4CCCCC4)C(C)C (XPhos), C([O-])([O-])=O.[K+].[K+] (potassium carbonate), ClC1=C(C(=NC2=CC(=CC=C12)F)C1=NC=CC=C1)C (4-chloro-7-fluoro-3-methyl-2-(pyridin-2-yl)quinoline), NC=1C=C(C(=O)NC)C=C(C1)N1CCOCC1 (3-amino-N-methyl-5-morpholinobenzamide). The reagents and catalysts are C(C)(=O)[O-].[Pd+2].C(C)(=O)[O-] (palladium (II) acetate). The solvent is C(C)(C)(C)O (tert-butanol). The product is FC1=CC=C2C(=C(C(=NC2=C1)C1=NC=CC=C1)C)NC=1C=C(C(=O)NC)C=C(C1)N1CCOCC1 (3-((7-fluoro-3-methyl-2-(2-pyridinyl)-4-quinolinyl)amino)-N-methyl-5-(4-morpholinyl)benzamide). Reaction SMILES: CC(C1C=C(C(C)C)C(C2C=CC=CC=2P(C2CCCCC2)C2CCCCC2)=C(C(C)C)C=1)C.Cl[C:36]1[C:45]2[C:40](=[CH:41][C:42]([F:46])=[CH:43][CH:44]=2)[N:39]=[C:38]([C:47]2[CH:52]=[CH:51][CH:50]=[CH:49][N:48]=2)[C:37]=1[CH3:53].[NH2:54][C:55]1[CH:56]=[C:57]([CH:62]=[C:63]([N:65]2[CH2:70][CH2:69][O:68][CH2:67][CH2:66]2)[CH:64]=1)[C:58]([NH:60][CH3:61])=[O:59].C(=O)([O-])[O-].[K+].[K+]>C([O-])(=O)C.[Pd+2].C([O-])(=O)C.C(O)(C)(C)C>[F:46][C:42]1[CH:41]=[C:40]2[C:45]([C:36]([NH:54][C:55]3[CH:56]=[C:57]([CH:62]=[C:63]([N:65]4[CH2:66][CH2:67][O:68][CH2:69][CH2:70]4)[CH:64]=3)[C:58]([NH:60][CH3:61])=[O:59])=[C:37]([CH3:53])[C:38]([C:47]3[CH:52]=[CH:51][CH:50]=[CH:49][N:48]=3)=[N:39]2)=[CH:44][CH:43]=1 |f:3.4.5,6.7.8|. Procedure: Prepared according to Procedure X using palladium (II) acetate (2.1 mg, 9.17 μmol), XPhos (0.013 g, 0.028 mmol), 4-chloro-7-fluoro-3-methyl-2-(pyridin-2-yl)quinoline (0.050 g, 0.183 mmol), 3-amino-N-methyl-5-morpholinobenzamide (0.043 g, 0.183 mmol), potassium carbonate (0.063 g, 0.458 mmol), and tert-butanol (1 mL). Purification using column chromatography (silica; 0-5% methanol in DCM) afforded 3-((7-fluoro-3-methyl-2-(2-pyridinyl)-4-quinolinyl)amino)-N-methyl-5-(4-morpholinyl)benzamide as a y... Reactants: COC(=O)c1ccc([N+](=O)[O-])cc1Cl, [Na+], [Na+], O=C([O-])[O-], C1COCCO1, OB(O)c1ccccc1. Product: COC(=O)c1ccc([N+](=O)[O-])cc1-c1ccccc1. Reaction SMILES: [Cl:1][c:2]1[c:3]([C:4](=[O:5])[O:6][CH3:7])[cH:8][cH:9][c:10]([N+:12](=[O:13])[O-:14])[cH:11]1.[Na+:24].[Na+:25].[O-:26][C:27](=[O:28])[O-:29].[O:30]1[CH2:31][CH2:32][O:33][CH2:34][CH2:35]1.[OH:15][B:16]([OH:17])[c:18]1[cH:19][cH:20][cH:21][cH:22][cH:23]1>>[c:2]1(-[c:18]2[cH:19][cH:20][cH:21][cH:22][cH:23]2)[c:3]([C:4](=[O:5])[O:6][CH3:7])[cH:8][cH:9][c:10]([N+:12](=[O:13])[O-:14])[cH:11]1. Starting materials: [BH4-], C1CCOC1, COc1ccc(NS(=O)(=O)c2ccc(OC)c3c2c2ccccc2n3C=O)cc1, [Na+]. Product: COc1ccc(NS(=O)(=O)c2ccc(OC)c3[nH]c4ccccc4c23)cc1. RXN SMILES: [BH4-:30].[CH2:32]1[O:33][CH2:34][CH2:35][CH2:36]1.[CH:1](=[O:2])[n:3]1[c:4]2[cH:5][cH:6][cH:7][cH:8][c:9]2[c:10]2[c:11]([S:18](=[O:19])(=[O:20])[NH:21][c:22]3[cH:23][cH:24][c:25]([O:28][CH3:29])[cH:26][cH:27]3)[cH:12][cH:13][c:14]([O:16][CH3:17])[c:15]12.[Na+:31]>>[nH:3]1[c:4]2[cH:5][cH:6][cH:7][cH:8][c:9]2[c:10]2[c:11]([S:18](=[O:19])(=[O:20])[NH:21][c:22]3[cH:23][cH:24][c:25]([O:28][CH3:29])[cH:26][cH:27]3)[cH:12][cH:13][c:14]([O:16][CH3:17])[c:15]12. The reactants are C1(=CC=CC=C1)C(C1=NN=NN1)C1=CC=CC=C1 (5-(diphenylmethyl)-1H-tetrazole), BrCCCCCCCCC(=O)OC (methyl 9-bromononanoate), C([O-])([O-])=O.[K+].[K+] (potassium carbonate), [I-].[K+] (potassium iodide). Solvent: O (water), CN(C)C=O (DMF), hexanes, C(C)OCC (diethyl ether). The product is C1(=CC=CC=C1)C(C=1N=NN(N1)CCCCCCCCC(=O)OC)C1=CC=CC=C1 (methyl 5-(diphenylmethyl)-2H-tetrazole-2-nonanoate). Yield: 76.1%. RXN SMILES: [C:1]1([CH:7]([C:13]2[CH:18]=[CH:17][CH:16]=[CH:15][CH:14]=2)[C:8]2[NH:12][N:11]=[N:10][N:9]=2)[CH:6]=[CH:5][CH:4]=[CH:3][CH:2]=1.Br[CH2:20][CH2:21][CH2:22][CH2:23][CH2:24][CH2:25][CH2:26][CH2:27][C:28]([O:30][CH3:31])=[O:29].C(=O)([O-])[O-].[K+].[K+].[I-].[K+]>O.C(OCC)C.CN(C=O)C>[C:13]1([CH:7]([C:1]2[CH:2]=[CH:3][CH:4]=[CH:5][CH:6]=2)[C:8]2[N:9]=[N:10][N:11]([CH2:20][CH2:21][CH2:22][CH2:23][CH2:24][CH2:25][CH2:26][CH2:27][C:28]([O:30][CH3:31])=[O:29])[N:12]=2)[CH:14]=[CH:15][CH:16]=[CH:17][CH:18]=1 |f:2.3.4,5.6|. Procedure: A mixture of 5-(diphenylmethyl)-1H-tetrazole (5 g, 21 mmol) obtained according to J. W. Cusic, U.S. Pat. No. 3,155,666, methyl 9-bromononanoate (5.84 g, 23 mmol), potassium carbonate (3.50 g, 25 mmol), potassium iodide (catalytic quantity) and DMF (75 mL) was stirred at 110° C. for 15 minutes. The mixture was cooled, diluted with water and extracted three times with diethyl ether. The combined extracts were washed three times with water, dried over sodium sulfate and concentrated in vacuo to giv... The reactants are BrC=1C=C(C#N)C=CC1 (3-bromobenzonitrile), [OH-].[Na+] (NaOH), N1C(C2(C3=CC=CC=C13)CCCC2B(O)O)=O ((spiro[cyclopentane-1,3′-[3H]indol]-2′(1′H)-one-5-yl) boronic acid), C([O-])([O-])=O.[Na+].[Na+] (sodium carbonate). Reagents/catalysts: C=1C=CC(=CC1)[P](C=2C=CC=CC2)(C=3C=CC=CC3)[Pd]([P](C=4C=CC=CC4)(C=5C=CC=CC5)C=6C=CC=CC6)([P](C=7C=CC=CC7)(C=8C=CC=CC8)C=9C=CC=CC9)[P](C=1C=CC=CC1)(C=1C=CC=CC1)C=1C=CC=CC1 (tetrakis(triphenylphosphine)palladium(0)). The solvent is COCCOC (ethylene glycol dimethyl ether), O (water). Yields the product C(#N)C=1C=C(C=CC1)C=1C=C2C3(C(NC2=CC1)=O)CCCC3 (5′-(3-Cyanophenyl)-spiro[cyclopentane-1,3′-[3H]indol]-2′(1′H)-one). Yield: 40.0%. Reaction SMILES: Br[C:2]1[CH:3]=[C:4]([CH:7]=[CH:8][CH:9]=1)[C:5]#[N:6].[NH:10]1[C:18]2[C:13](=[CH:14][CH:15]=[CH:16][CH:17]=2)[C:12]2([CH:22](B(O)O)[CH2:21][CH2:20][CH2:19]2)[C:11]1=[O:26].C(=O)([O-])[O-].[Na+].[Na+].[OH-].[Na+]>COCCOC.O.C1C=CC([P]([Pd]([P](C2C=CC=CC=2)(C2C=CC=CC=2)C2C=CC=CC=2)([P](C2C=CC=CC=2)(C2C=CC=CC=2)C2C=CC=CC=2)[P](C2C=CC=CC=2)(C2C=CC=CC=2)C2C=CC=CC=2)(C2C=CC=CC=2)C2C=CC=CC=2)=CC=1>[C:5]([C:4]1[CH:3]=[C:2]([C:15]2[CH:14]=[C:13]3[C:18](=[CH:17][CH:16]=2)[NH:10][C:11](=[O:26])[C:12]23[CH2:22][CH2:21][CH2:20][CH2:19]2)[CH:9]=[CH:8][CH:7]=1)#[N:6] |f:2.3.4,5.6,^1:45,47,66,85|. Procedure details: A solution of 3-bromobenzonitrile (0.5 g, 2.6 mmol), and tetrakis(triphenylphosphine)palladium(0) (0.2 g) in ethylene glycol dimethyl ether (20 cm3) was stirred under N2 for 20 minutes. To this mixture was then added (spiro[cyclopentane-1,3′-[3H]indol]-2′(1′H)-one-5-yl) boronic acid (0.9 g, 3.9 mmol) and sodium carbonate (0.8 g, 7.8 mmol) in water (5 cm3). The solution was brought to reflux for 18 hours and then cooled to room temperature, poured into 2N NaOH and extracted with EtOAc (×3). The c... Procedure details: A solution of oxindole (153 mg, 1.15 mmol) in DMF (3 ml) was added to a suspension of sodium hydride (46 mg, 1.15 mmol, prewashed with hexane) in DMF (1 ml) and the mixture was stirred for 30 minutes at ambient temperature. 4-Chloro-6-methoxy-7-(2-(2-methoxyethoxy)ethoxy)quinazoline (120 mg, 0.38 mmol) was added as a solid and the mixture was stirred for 10 minutes at ambient temperature and then for 45 minutes at 50° C. The mixture was allowed to cool and was partitioned between ether and water... As a reaction SMILES: [NH:1]1[C:9]2[C:4](=[CH:5][CH:6]=[CH:7][CH:8]=2)[CH2:3][C:2]1=[O:10].[H-].[Na+].[Cl:13][C:14]1[C:23]2[C:18](=[CH:19][C:20]([O:26][CH2:27][CH2:28][O:29][CH2:30][CH2:31][O:32][CH3:33])=[C:21]([O:24][CH3:25])[CH:22]=2)[N:17]=[CH:16][N:15]=1>CN(C=O)C>[ClH:13].[CH3:25][O:24][C:21]1[CH:22]=[C:23]2[C:18](=[CH:19][C:20]=1[O:26][CH2:27][CH2:28][O:29][CH2:30][CH2:31][O:32][CH3:33])[N:17]=[CH:16][N:15]=[C:14]2[CH:3]1[C:4]2[C:9](=[CH:8][CH:7]=[CH:6][CH:5]=2)[NH:1][C:2]1=[O:10] |f:1.2,5.6|. The product is Cl.COC=1C=C2C(=NC=NC2=CC1OCCOCCOC)C1C(NC2=CC=CC=C12)=O (6-methoxy-7-(2-(2-methoxyethoxy)ethoxy)-4-(oxindol-3-yl)quinazoline hydrochloride). The solvent is CN(C)C=O (DMF), CN(C)C=O (DMF). Isolated yield 73.2%. The reactants are ClC1=NC=NC2=CC(=C(C=C12)OC)OCCOCCOC (4-Chloro-6-methoxy-7-(2-(2-methoxyethoxy)ethoxy)quinazoline), N1C(CC2=CC=CC=C12)=O (oxindole), [H-].[Na+] (sodium hydride). Conditions: time 30 minute. The reactants are CC1(OC(NC2=C1C=C(C=C2)C2=CC(=C(N2)C#N)[N+](=O)[O-])=O)C (5-(4,4-dimethyl-2-oxo-1,4-dihydro-2H-3,1-benzoxazin-6-yl)-3-nitro-1H-pyrrole-2-carbonitrile), [NH4+].[Cl-] (NH4Cl). Yield: 23.6%. Procedure: To 5-(4,4-dimethyl-2-oxo-1,4-dihydro-2H-3,1-benzoxazin-6-yl)-3-nitro-1H-pyrrole-2-carbonitrile (0.14 g, 0.45 mmol) in EtOH/H2O (5:1, 20 mL:4 mL) was added Zn powder (0.35 g, 5.3 mmol) and NH4Cl (0.70 g, 13 mmol) and the mixture was heated to 60° C. for 25 min. After cooling to room temperature and stirring 24 h, the reaction mixture was diluted with ethyl acetate (100 mL) and filtered through a pad of celite. The filtrate was washed with water (50 mL) and brine (50 mL), dried over magnesium sulf... The solvent is C(C)(=O)OCC (ethyl acetate), CCO.O (EtOH H2O). Conditions: temperature 60 celsius, time 24 hour. RXN SMILES: [CH3:1][C:2]1([CH3:23])[C:7]2[CH:8]=[C:9]([C:12]3[NH:16][C:15]([C:17]#[N:18])=[C:14]([N+:19]([O-])=O)[CH:13]=3)[CH:10]=[CH:11][C:6]=2[NH:5][C:4](=[O:22])[O:3]1.[NH4+].[Cl-]>CCO.O.C(OCC)(=O)C.[Zn]>[NH2:19][C:14]1[CH:13]=[C:12]([C:9]2[CH:10]=[CH:11][C:6]3[NH:5][C:4](=[O:22])[O:3][C:2]([CH3:1])([CH3:23])[C:7]=3[CH:8]=2)[NH:16][C:15]=1[C:17]#[N:18] |f:1.2,3.4|. Reagents/catalysts: [Zn] (Zn). Product: NC1=C(NC(=C1)C=1C=CC2=C(C(OC(N2)=O)(C)C)C1)C#N (3-amino-5-(4,4-dimethyl-2-oxo-1,4-dihydro-2H-3,1-benzoxazin-6-yl)-1H-pyrrole-2-carbonitrile). Starting materials: C(#N)C1=CC=C(C=O)C=C1 (4-cyanobenzaldehyde), ClC1=CC=C(C=C1)[Mg]Br.C(C)OCC (4-chlorophenylmagnesium bromide diethylether), Cl (HCl). The solvent is C(=O)=O.CO (dry ice methanol). Run at time 10 minute. Yields the product ClC1=CC=C(C=C1)C(O)C1=CC=C(C=C1)C#N ((4-chlorophenyl)(4-cyanophenyl)methanol). The yield is 96.0%. Reaction SMILES: [C:1]([C:3]1[CH:10]=[CH:9][C:6]([CH:7]=[O:8])=[CH:5][CH:4]=1)#[N:2].[Cl:11][C:12]1[CH:17]=[CH:16][C:15]([Mg]Br)=[CH:14][CH:13]=1.C(OCC)C.Cl>C(=O)=O.CO>[Cl:11][C:12]1[CH:17]=[CH:16][C:15]([CH:7]([C:6]2[CH:9]=[CH:10][C:3]([C:1]#[N:2])=[CH:4][CH:5]=2)[OH:8])=[CH:14][CH:13]=1 |f:1.2,4.5|. Reported procedure: To a solution of 4-cyanobenzaldehyde (3.93 g) in tetrahydrofaran was added dropwise 1.0M 4-chlorophenylmagnesium bromide-diethylether (30 mL) under nitrogen gas atmosphere and cooling in dry ice/methanol bath and the mixture was stirred at the same temperature for 10 minutes. To the reaction mixture was added 10% HCl solution and the aqueous layer was extracted with ethyl acetate (×2). The organic layer was washed with a saturated brine, dried over magnesium sulfate and concentrated in vacuo. To... Starting materials: C(=O)(O)N[C@@H](C)C(=O)OC([C@@H](NC(=O)O)C)=O (N-carboxy-L-alanine anhydride), C(=O)(O)N[C@H]1CC(C(=O)OC1=O)C (N-carboxy-γ-methyl-L-glutamic acid anhydride). Solvent: C1=CC=CC=C1 (benzene). Run at time 2.5 day. Yields the product C[C@@H](C(=O)O)N.CC(C[C@H](N)C(=O)O)C(=O)O (poly-L-alanine γ-methyl-L-glutamic acid). RXN SMILES: C([NH:4][C@H:5]([C:7]([O:9]C(=O)[C@H](C)NC(O)=O)=[O:8])[CH3:6])(O)=[O:2].C([NH:21][C@@H:22]1[C:28](=[O:29])[O:27][C:25](=[O:26])[CH:24]([CH3:30])[CH2:23]1)(O)=O>C1C=CC=CC=1>[CH3:6][C@H:5]([NH2:4])[C:7]([OH:9])=[O:8].[CH3:30][CH:24]([C:25]([OH:26])=[O:2])[CH2:23][C@@H:22]([C:28]([OH:27])=[O:29])[NH2:21] |f:3.4|. Procedure: N-carboxy-L-alanine anhydride and N-carboxy-γ-methyl-L-glutamic acid anhydride were added to benzene at a molar ratio of 9:1, total 1.4 wt %, and the mixture was stirred for 2-3 days to give a poly-L-alanine/γ-methyl-L-glutamic acid copolymer (9/1). This was dissolved in a dichloromethane-trifluoroacetic acid mixed solvent (50:50 (v/v)) to give a 8 wt % poly-L-alanine/γ-methyl-L-glutamic acid copolymer (9/1) solution. A fiber structure made of poly-L-alanine/γ-methyl-L-glutamic acid copolymer (9...